Dataset: the Open Reaction Database (ORD), a public repository of structured organic reaction records. Task: describe an organic reaction: reactants, conditions, products, and yield The reactants are CC(Br)c1ccc2ncccc2c1, O=c1cc(NC2CCNCC2)c2cc(Cl)ccc2o1, [K+], [K+], O=C([O-])[O-], CN(C)C=O, O. Product: CC(c1ccc2ncccc2c1)N1CCC(Nc2cc(=O)oc3ccc(Cl)cc23)CC1. As a reaction SMILES: [Br:1][CH:2]([CH3:3])[c:4]1[cH:5][c:6]2[cH:7][cH:8][cH:9][n:10][c:11]2[cH:12][cH:13]1.[Cl:14][c:15]1[cH:16][c:17]2[c:18]([NH:26][CH:27]3[CH2:28][CH2:29][NH:30][CH2:31][CH2:32]3)[cH:19][c:20](=[O:25])[o:21][c:22]2[cH:23][cH:24]1.[K+:33].[K+:34].[O-:35][C:36]([O-:37])=[O:38].[O:40]=[CH:41][N:42]([CH3:43])[CH3:44].[OH2:39]>>[CH:2]([CH3:3])([c:4]1[cH:5][c:6]2[cH:7][cH:8][cH:9][n:10][c:11]2[cH:12][cH:13]1)[N:30]1[CH2:29][CH2:28][CH:27]([NH:26][c:18]2[c:17]3[cH:16][c:15]([Cl:14])[cH:24][cH:23][c:22]3[o:21][c:20](=[O:25])[cH:19]2)[CH2:32][CH2:31]1. Reactants: CC(C)(C)OC(=O)NCc1ccc(Br)cc1F, O=C([O-])[O-], CC(C)(C)C(=O)CC(=O)C(C)(C)C, CN1CCCC1=O, Cl[Cu], [Cs+], [Cs+], Oc1ccccc1. Product: CC(C)(C)OC(=O)NCc1ccc(Oc2ccccc2)cc1F. As a reaction SMILES: [C:1]([CH3:2])([CH3:3])([CH3:4])[O:5][C:6]([NH:7][CH2:8][c:9]1[c:10]([F:16])[cH:11][c:12]([Br:15])[cH:13][cH:14]1)=[O:17].[C:38](=[O:39])([O-:40])[O-:41].[CH3:25][C:26]([CH3:27])([C:28](=[O:29])[CH2:30][C:31](=[O:32])[C:33]([CH3:34])([CH3:35])[CH3:36])[CH3:37].[CH3:44][N:45]1[CH2:46][CH2:47][CH2:48][C:49]1=[O:50].[Cl:51][Cu:52].[Cs+:42].[Cs+:43].[OH:18][c:19]1[cH:20][cH:21][cH:22][cH:23][cH:24]1>>[C:1]([CH3:2])([CH3:3])([CH3:4])[O:5][C:6]([NH:7][CH2:8][c:9]1[c:10]([F:16])[cH:11][c:12]([O:18][c:19]2[cH:20][cH:21][cH:22][cH:23][cH:24]2)[cH:13][cH:14]1)=[O:17].